Dataset: the Open Reaction Database (ORD), a public repository of structured organic reaction records. Task: describe an organic reaction: reactants, conditions, products, and yield Starting materials: BrC1=CC(=C(C=C1)C(=O)N1CCN(CC1)C1=NC=C(C=C1C)CC)F ((4-bromo-2-fluorophenyl)[4-(5-ethyl-3-methylpyridin-2-yl)piperazin-1-yl]methanone), C(C)(=O)N1C(NCC1)=O (1-acetylimidazolidin-2-one). Yields the product C(C)(=O)N1C(N(CC1)C1=CC(=C(C=C1)C(=O)N1CCN(CC1)C1=NC=C(C=C1C)CC)F)=O (1-acetyl-3-{4-[4-(5-ethyl-3-methylpyridin-2-yl)piperazine-1-carbonyl]-3-fluorophenyl}imidazolidin-2-one). Isolated yield 46.9%. As a reaction SMILES: Br[C:2]1[CH:7]=[CH:6][C:5]([C:8]([N:10]2[CH2:15][CH2:14][N:13]([C:16]3[C:21]([CH3:22])=[CH:20][C:19]([CH2:23][CH3:24])=[CH:18][N:17]=3)[CH2:12][CH2:11]2)=[O:9])=[C:4]([F:25])[CH:3]=1.[C:26]([N:29]1[CH2:33][CH2:32][NH:31][C:30]1=[O:34])(=[O:28])[CH3:27]>>[C:26]([N:29]1[CH2:33][CH2:32][N:31]([C:2]2[CH:7]=[CH:6][C:5]([C:8]([N:10]3[CH2:15][CH2:14][N:13]([C:16]4[C:21]([CH3:22])=[CH:20][C:19]([CH2:23][CH3:24])=[CH:18][N:17]=4)[CH2:12][CH2:11]3)=[O:9])=[C:4]([F:25])[CH:3]=2)[C:30]1=[O:34])(=[O:28])[CH3:27]. Procedure: Using (4-bromo-2-fluorophenyl)[4-(5-ethyl-3-methylpyridin-2-yl)piperazin-1-yl]methanone (500 mg) described in Preparation Example 211 and 1-acetylimidazolidin-2-one (236 mg) and by the reaction and treatment in the same manner as in Example 511, the title compound (262 mg) was obtained. Reactants: O=C1CCN(CC1)S(=O)(=O)C1=CC=C(CC2C(NC(S2)=O)=O)C=C1 (5-[4-(4-oxo-piperidine-1-sulfonyl)-benzyl]-thiazolidine-2,4-dione), O[C@H](COC1=CC=CC=2NC(NC21)=O)CN ((S)-4-[2-hydroxy-3-aminopropoxy]-1,3-dihydro-2H-benzimidazol-2-one), Intermediate 21. Product: O[C@@H](CNC1CCN(CC1)S(=O)(=O)C1=CC=C(CC2C(NC(S2)=O)=O)C=C1)COC1=CC=CC=2NC(NC21)=O (5(4-{4-[(2S)-2-Hydroxy-3-(2-oxo-2,3-dihydro-1H-benzoimidazol-4-yloxy)-propylamino]-piperidine-1-sulfonyl}-benzyl)-thiazolidine-2,4-dione). Reaction SMILES: O=[C:2]1[CH2:7][CH2:6][N:5]([S:8]([C:11]2[CH:24]=[CH:23][C:14]([CH2:15][CH:16]3[S:20][C:19](=[O:21])[NH:18][C:17]3=[O:22])=[CH:13][CH:12]=2)(=[O:10])=[O:9])[CH2:4][CH2:3]1.[OH:25][C@@H:26]([CH2:39][NH2:40])[CH2:27][O:28][C:29]1[C:37]2[NH:36][C:35](=[O:38])[NH:34][C:33]=2[CH:32]=[CH:31][CH:30]=1>>[OH:25][C@H:26]([CH2:27][O:28][C:29]1[C:37]2[NH:36][C:35](=[O:38])[NH:34][C:33]=2[CH:32]=[CH:31][CH:30]=1)[CH2:39][NH:40][CH:2]1[CH2:7][CH2:6][N:5]([S:8]([C:11]2[CH:12]=[CH:13][C:14]([CH2:15][CH:16]3[S:20][C:19](=[O:21])[NH:18][C:17]3=[O:22])=[CH:23][CH:24]=2)(=[O:10])=[O:9])[CH2:4][CH2:3]1. Procedure details: The title compound was prepared from 5-[4-(4-oxo-piperidine-1-sulfonyl)-benzyl]-thiazolidine-2,4-dione and (S)-4-[2-hydroxy-3-aminopropoxy]-1,3-dihydro-2H-benzimidazol-2-one according to the reductive amination procedure of Intermediate 21 as a pale grey solid; 1H NMR (300 MHz, DMSO-d6): δ 1.20-1.40 (m, 2H), 1.80-2.00 (m, 2H), 2.30-4.00 (m, 12H), 4.65 (dd, J=8.0, 3.5 Hz, 1H), 6.56 (d, J=3.2 Hz, 1H), 6.59 (d, J=3.8 Hz, 1H), 6.85 (t, J=3.5 Hz, 1H), 7.50 (d, J=8.1 Hz, 2H), 7.66 (d, J=8.1 Hz, 2H), 1... The reactants are Cl.Cl.C(C)N(CCCNCC1=C(C(=CC(=C1)I)C)O)CC (N[3(Diethylamino)propyl]-2-hydroxy-3-methyl-5-iodo-benzylamine dihydrochloride), C=O (formaldehyde), C(#N)[BH3-].[Na+] (sodium cyanoborohydride). The solvent is CO (methanol). Yields the product Cl.Cl.C(C)N(CCCN(C)CC1=C(C(=CC(=C1)I)C)O)CC (N[3(Diethylamino)propyl]-N-methyl-2-hydroxy-3-methyl-5-iodobenzylamine Dihydrochloride). As a reaction SMILES: [ClH:1].Cl.[CH2:3]([N:5]([CH2:20][CH3:21])[CH2:6][CH2:7][CH2:8][NH:9][CH2:10][C:11]1[CH:16]=[C:15]([I:17])[CH:14]=[C:13]([CH3:18])[C:12]=1[OH:19])[CH3:4].C=O.[C:24]([BH3-])#N.[Na+]>CO>[ClH:1].[ClH:1].[CH2:20]([N:5]([CH2:3][CH3:4])[CH2:6][CH2:7][CH2:8][N:9]([CH2:10][C:11]1[CH:16]=[C:15]([I:17])[CH:14]=[C:13]([CH3:18])[C:12]=1[OH:19])[CH3:24])[CH3:21] |f:0.1.2,4.5,7.8.9|. Procedure details: Reductive methylation of N[3(Diethylamino)propyl]-2-hydroxy-3-methyl-5-iodo-benzylamine dihydrochloride (5 mmol, from last step) formaldehyde (5 mL, 37% solution) and sodium cyanoborohydride (0.63 g, 10 mmol) in methanol (25 mL), work-up, conversion to the dihydrochloride (conc. hydrochloric acid, 5 mL), evaporation to dryness in vacuo and crystallization of the resulting material from methanol-acetone as described for Example 1 gave the title compound as colorless crystals. Yield(overall): 1,94...